This data is from the Open Reaction Database (ORD), a public repository of structured organic reaction records. The task is: describe an organic reaction: reactants, conditions, products, and yield Starting materials: C(C)OC(=O)N(C(CC)CC=1SC=CC1)CC(=O)O ((ethoxycarbonyl-(1-thiophen-2-ylmethyl-propyl)-amino)-acetic acid), CN(C)C=O (DMF), [Al+3].[Cl-].[Cl-].[Cl-] (AlCl3), C(C(=O)Cl)(=O)Cl (oxalyl chloride). The solvent is C(Cl)Cl (DCM). Run at time 1 hour. The product is C(C)C1N(CC(C2=C(C1)SC=C2)=O)C(=O)OCC (ethyl 7-ethyl-4-oxo-7,8-dihydro-4H-thieno[2,3-d]azepine-6(5H)-carboxylate). Yield: 31.8%. Reaction SMILES: [CH2:1]([O:3][C:4]([N:6]([CH2:16][C:17]([OH:19])=O)[CH:7]([CH2:10][C:11]1[S:12][CH:13]=[CH:14][CH:15]=1)[CH2:8][CH3:9])=[O:5])[CH3:2].CN(C=O)C.C(Cl)(=O)C(Cl)=O.[Al+3].[Cl-].[Cl-].[Cl-]>C(Cl)Cl>[CH2:8]([CH:7]1[CH2:10][C:11]2[S:12][CH:13]=[CH:14][C:15]=2[C:17](=[O:19])[CH2:16][N:6]1[C:4]([O:3][CH2:1][CH3:2])=[O:5])[CH3:9] |f:3.4.5.6|. Reported procedure: To a solution of Compound 1036 (2.25 g, 7.885 mmol) in DCM (35 mL) was added 0.1 mL of DMF followed by addition of oxalyl chloride (1.502 g, 1.032 mL, 11.83 mmol). The reaction mixture was stirred at RT for 1 hour and the volatiles were removed in vacuo. The residue was taken up in benzene and the volatiles were again removed in vacuo (2×), followed by drying under vacuum. The residue was taken up in dry DCM (35 mL) and AlCl3 (3.679 g, 27.59 mmol) was added at RT. The mixture was stirred at RT f... Reactants: CC1=NC(=CC=C1)C (2,6-dimethyl pyridine), N1=CC=C(C=C1)C=O (pyridine-4-carbaldehyde). The solvent is C(C)(=O)OC(C)=O (acetic anhydride). Yields the product CC1=NC(=CC=C1)C=CC1=CC=NC=C1 (2-Methyl-6-[2-(pyridin-4-yl)-vinyl]-pyridine). As a reaction SMILES: [CH3:1][C:2]1[CH:7]=[CH:6][CH:5]=[C:4]([CH3:8])[N:3]=1.[N:9]1[CH:14]=[CH:13][C:12]([CH:15]=O)=[CH:11][CH:10]=1>C(OC(=O)C)(=O)C>[CH3:1][C:2]1[CH:7]=[CH:6][CH:5]=[C:4]([CH:8]=[CH:15][C:12]2[CH:13]=[CH:14][N:9]=[CH:10][CH:11]=2)[N:3]=1. Procedure details: A solution of 2,6-dimethyl pyridine (5.8 ml, and 50 mMol), and pyridine-4-carbaldehyde (4.9 ml, and 52 mMol) in acetic anhydride (9.5 ml) is heated under reflux for 16 hours. The acetic anhydride is then evaporated in vacuo and the residue purified on column chromatography (silica gel 900 g). The column is first eluted with toluene/acetone 4:1 (5 L), then with toluene/acetone 3:1 (5 L) and finally with toluene/acetone 2:1 (15 L). The fractions containing the desired compound are combined, evapor... Reactants: [O-]CC.[Na+] (sodium ethoxide), OC1=CC=C(C=C1)NC(N(C)OC)=O (N'-(4-hydroxyphenyl)-N-methoxy-N-methylurea), COC1=CC=C(CCBr)C=C1 (4-methoxyphenethyl bromide), ice water. Run in CN(C=O)C (N,N-dimethylformamide), CN(C=O)C (N,N-dimethylformamide). Run at temperature 100 celsius, time 5 hour. Product: COC1=CC=C(CCOC2=CC=C(C=C2)NC(N(C)OC)=O)C=C1 (N'-[4-(4-methoxyphenethyloxy)phenyl]-N-methoxy-N-methylurea). Isolated yield 28.5%. RXN SMILES: [O-]CC.[Na+].[OH:5][C:6]1[CH:11]=[CH:10][C:9]([NH:12][C:13](=[O:18])[N:14]([O:16][CH3:17])[CH3:15])=[CH:8][CH:7]=1.[CH3:19][O:20][C:21]1[CH:29]=[CH:28][C:24]([CH2:25][CH2:26]Br)=[CH:23][CH:22]=1>CN(C)C=O>[CH3:19][O:20][C:21]1[CH:29]=[CH:28][C:24]([CH2:25][CH2:26][O:5][C:6]2[CH:11]=[CH:10][C:9]([NH:12][C:13](=[O:18])[N:14]([O:16][CH3:17])[CH3:15])=[CH:8][CH:7]=2)=[CH:23][CH:22]=1 |f:0.1|. Reported procedure: Into a solution of 8.8 g of sodium ethoxide in 200 ml of N,N-dimethylformamide is added 27 g of N'-(4-hydroxyphenyl)-N-methoxy-N-methylurea. To the mixture is added dropwise a solution of 27 g of 4-methoxyphenethyl bromide in 100 ml of N,N-dimethylformamide. The mixture is then gradually heated to 100° C., kept at the same temperature for 5 hours and then poured into ice water. The precipitated crystals are filtered, washed with water, ethanol and ether in this order and air-dried. The product i... Reactants: NC=1C=CC(=C(C1)[C@]1(N=C(O[C@H]2[C@@H]1C(CC2)(F)F)N)C)F ((4S,4aR,7aR)-4-(5-amino-2-fluoro-phenyl)-5,5-difluoro-4-methyl-4,4a,5,6,7,7a-hexahydro-cyclopenta[e][1,3]oxazin-2-ylamine), C(C#CC)OC=1N=CC(=NC1)C(=O)O (5-but-2-ynyloxy-pyrazine-2-carboxylic acid). Yields the product NC=1O[C@H]2[C@@H]([C@@](N1)(C)C=1C=C(C=CC1F)NC(=O)C1=NC=C(N=C1)OCC#CC)C(CC2)(F)F (5-But-2-ynyloxy-pyrazine-2-carboxylic acid [3-((4S,4aR,7aR)-2-amino-5,5-difluoro-4-methyl-4,4a,5,6,7,7a-hexahydro-cyclopenta[e][1,3]oxazin-4-yl)-4-fluoro-phenyl]-amide), material. Yield: 34.0%. RXN SMILES: [NH2:1][C:2]1[CH:3]=[CH:4][C:5]([F:21])=[C:6]([C@:8]2([CH3:20])[C@H:13]3[C:14]([F:18])([F:17])[CH2:15][CH2:16][C@H:12]3[O:11][C:10]([NH2:19])=[N:9]2)[CH:7]=1.[CH2:22]([O:26][C:27]1[N:28]=[CH:29][C:30]([C:33](O)=[O:34])=[N:31][CH:32]=1)[C:23]#[C:24][CH3:25]>>[NH2:19][C:10]1[O:11][C@@H:12]2[CH2:16][CH2:15][C:14]([F:17])([F:18])[C@@H:13]2[C@:8]([C:6]2[CH:7]=[C:2]([NH:1][C:33]([C:30]3[CH:29]=[N:28][C:27]([O:26][CH2:22][C:23]#[C:24][CH3:25])=[CH:32][N:31]=3)=[O:34])[CH:3]=[CH:4][C:5]=2[F:21])([CH3:20])[N:9]=1. Reported procedure: The coupling of (4S,4aR,7aR)-4-(5-amino-2-fluoro-phenyl)-5,5-difluoro-4-methyl-4,4a,5,6,7,7a-hexahydro-cyclopenta[e][1,3]oxazin-2-ylamine (intermediate XIIIa-1) and 5-but-2-ynyloxy-pyrazine-2-carboxylic acid (CAS 1221447-98-814) following procedure Q yielded the title compound as an amorphous colorless material (34% yield). MS: m/z=474.2 [M+H]+. Reactants: C(CCC)C1=NC2=C(N1CC1=CC=C(C=C1)C=1C(=CC=CC1)C(=O)OC(C)(C)C)C=CC=C2OC (tert.butyl 4'-[(2-n-butyl-4-methoxy-benzimidazol-1-yl)-methyl]biphenyl-2-carboxylate), FC(C(=O)O)(F)F (trifluoroacetic acid). Yields the product C(CCC)C1=NC2=C(N1CC1=CC=C(C=C1)C=1C(=CC=CC1)C(=O)O)C=CC=C2OC (4'-[(2-n-Butyl-4-methoxy-benzimidazol-1-yl)-methyl]biphenyl-2-carboxylic acid). As a reaction SMILES: [CH2:1]([C:5]1[N:9]([CH2:10][C:11]2[CH:16]=[CH:15][C:14]([C:17]3[C:18]([C:23]([O:25]C(C)(C)C)=[O:24])=[CH:19][CH:20]=[CH:21][CH:22]=3)=[CH:13][CH:12]=2)[C:8]2[CH:30]=[CH:31][CH:32]=[C:33]([O:34][CH3:35])[C:7]=2[N:6]=1)[CH2:2][CH2:3][CH3:4].FC(F)(F)C(O)=O>>[CH2:1]([C:5]1[N:9]([CH2:10][C:11]2[CH:12]=[CH:13][C:14]([C:17]3[C:18]([C:23]([OH:25])=[O:24])=[CH:19][CH:20]=[CH:21][CH:22]=3)=[CH:15][CH:16]=2)[C:8]2[CH:30]=[CH:31][CH:32]=[C:33]([O:34][CH3:35])[C:7]=2[N:6]=1)[CH2:2][CH2:3][CH3:4]. Reported procedure: Prepared in analogous manner to Example 9 from tert.butyl 4'-[(2-n-butyl-4-methoxy-benzimidazol-1-yl)-methyl]biphenyl-2-carboxylate and trifluoroacetic acid. Starting materials: [OH-].[Na+] (sodium hydroxide), Cl (hydrochloric acid), C(C)(=O)OC=1C(=C2CCC(OC2=C(C1C)C)(C)COC1=CC=C(C=C1)CC(C(=O)OCC)Cl)C (ethyl 3-[4-(6-acetoxy-2,5,7,8-tetramethylchroman-2-ylmethoxy)phenyl]-2-chloropropionate). Procedure: 0.48 g of ethyl 3-[4-(6-acetoxy-2,5,7,8-tetramethylchroman-2-ylmethoxy)phenyl]-2-chloropropionate was dissolved in a mixture of 5 ml of 99.5% ethanol and 2 ml of tetrahydrofuran. To this was added dropwise, under a nitrogen stream at 8°-10° C., a solution prepared by dissolving 133 mg of sodium hydroxide in 1 ml of 99.5% ethanol. When the whole of the solution had been added, the mixture was reacted for a further 18 hours at 0°-5° C., after which it was neutralized by adding to it dropwise a sol... The solvent is C(C)O (ethanol), C(C)O (ethanol), C(C)O (ethanol), O1CCCC1 (tetrahydrofuran). The product is ClC(C(=O)O)CC1=CC=C(C=C1)OCC1(OC2=C(C(=C(C(=C2CC1)C)O)C)C)C (2-chloro-3-[4-(6-hydroxy-2,5,7,8-tetramethylchroman-2-ylmethoxy)phenyl]propionic acid). As a reaction SMILES: C([O:4][C:5]1[C:6]([CH3:34])=[C:7]2[C:12](=[C:13]([CH3:16])[C:14]=1[CH3:15])[O:11][C:10]([CH2:18][O:19][C:20]1[CH:25]=[CH:24][C:23]([CH2:26][CH:27]([Cl:33])[C:28]([O:30]CC)=[O:29])=[CH:22][CH:21]=1)([CH3:17])[CH2:9][CH2:8]2)(=O)C.[OH-].[Na+].Cl>C(O)C.O1CCCC1>[Cl:33][CH:27]([CH2:26][C:23]1[CH:22]=[CH:21][C:20]([O:19][CH2:18][C:10]2([CH3:17])[CH2:9][CH2:8][C:7]3[C:12](=[C:13]([CH3:16])[C:14]([CH3:15])=[C:5]([OH:4])[C:6]=3[CH3:34])[O:11]2)=[CH:25][CH:24]=1)[C:28]([OH:30])=[O:29] |f:1.2|. The reactants are C(C1=CC=CC=C1)OCC1(CCC2(OCCO2)CC1)C(=O)OCC (Ethyl 8-(benzyloxymethyl)-1,4-dioxaspiro[4.5]decane-8-carboxylate), [BH4-].[Li+] (lithium borohydride). The solvent is O1CCCC1 (tetrahydrofuran). Product: C(C1=CC=CC=C1)OCC1(CCC2(OCCO2)CC1)CO ((8-(Benzyloxymethyl)-1,4-dioxaspiro[4.5]decan-8-yl)methanol). The yield is 74.9%. Reaction SMILES: [CH2:1]([O:8][CH2:9][C:10]1([C:20](OCC)=[O:21])[CH2:19][CH2:18][C:13]2([O:17][CH2:16][CH2:15][O:14]2)[CH2:12][CH2:11]1)[C:2]1[CH:7]=[CH:6][CH:5]=[CH:4][CH:3]=1.[BH4-].[Li+]>O1CCCC1>[CH2:1]([O:8][CH2:9][C:10]1([CH2:20][OH:21])[CH2:19][CH2:18][C:13]2([O:14][CH2:15][CH2:16][O:17]2)[CH2:12][CH2:11]1)[C:2]1[CH:7]=[CH:6][CH:5]=[CH:4][CH:3]=1 |f:1.2|. Procedure: To a solution of ethyl 8-(benzyloxymethyl)-1,4-dioxaspiro[4.5]decane-8-carboxylate (Reference Example 84) (279 mg, 0.834 mmol) in tetrahydrofuran (4.2 mL), lithium borohydride (91.0 mg, 4.17 mmol) was added with stirring under ice-cooling, and the obtained solution was stirred at 70° C. for 4 hours. The reaction was quenched by adding saturated aqueous ammonium chloride solution to the reaction solution, and the resulting solution was extracted with ethyl acetate. The organic layer was washed wi...